Dataset: the Open Reaction Database (ORD), a public repository of structured organic reaction records. Task: describe an organic reaction: reactants, conditions, products, and yield Starting materials: NC=1C=C(C=C(C1)C1=C(C=C(C=C1)F)F)NC(C)=O (N-(5-amino-2′,4′-difluorobiphenyl-3-yl)acetamide), BrC1=CC(=C(C=C1)F)[N+](=O)[O-] (4-bromo-1-fluoro-2-nitrobenzene), [F-].[K+] (potassium fluoride). Run in CN(C)C=O (DMF). Product: BrC1=CC(=C(C=C1)NC=1C=C(C=C(C1)C1=C(C=C(C=C1)F)F)NC(C)=O)[N+](=O)[O-] (N-(5-(4-bromo-2-nitrophenylamino)-2′,4′-difluorobiphenyl-3-yl)acetamide). Isolated yield 45.0%. RXN SMILES: [NH2:1][C:2]1[CH:3]=[C:4]([NH:16][C:17](=[O:19])[CH3:18])[CH:5]=[C:6]([C:8]2[CH:13]=[CH:12][C:11]([F:14])=[CH:10][C:9]=2[F:15])[CH:7]=1.[Br:20][C:21]1[CH:26]=[CH:25][C:24](F)=[C:23]([N+:28]([O-:30])=[O:29])[CH:22]=1.[F-].[K+]>CN(C=O)C>[Br:20][C:21]1[CH:26]=[CH:25][C:24]([NH:1][C:2]2[CH:3]=[C:4]([NH:16][C:17](=[O:19])[CH3:18])[CH:5]=[C:6]([C:8]3[CH:13]=[CH:12][C:11]([F:14])=[CH:10][C:9]=3[F:15])[CH:7]=2)=[C:23]([N+:28]([O-:30])=[O:29])[CH:22]=1 |f:2.3|. Procedure details: A solution of N-(5-amino-2′,4′-difluorobiphenyl-3-yl)acetamide (3.0 g, 11.44 mmol), 4-bromo-1-fluoro-2-nitrobenzene (2.52 g, 11.44 mmol, 1.0 eq.) and potassium fluoride (0.663 g, 11.44 mmol, 1.0 eq.) in DMF was heated at 130° C. for 5 h. The mixture was quenched and extracted as in Example 1(d). The solvent was distilled off under reduced pressure and the crude residue was purified by column chromatography (60-120 silica gel, 40% ethyl acetate in hexane) to afford the product in 45% yield (2.4 g... The reactants are C(C)(C)OC1=CC=C(C=O)C=C1 (4-(isopropyloxy)-benzaldehyde), C(O)([O-])=O.[Na+] (sodium hydrogen carbonate), [Cl-].COC[P+](C1=CC=CC=C1)(C1=CC=CC=C1)C1=CC=CC=C1 (methoxymethyl-triphenylphosphonium chloride), potassium tert.-butylate. Run in COC(C)(C)C (tert.-butyl methyl ether), COC(C)(C)C (tert.-butyl methyl ether). Reaction conditions: temperature 0 celsius, time 10 minute. The product is COC=CC1=CC=C(C=C1)OC(C)C (1-methoxy-2-(4-[isopropoxy]phenyl)ethene). Isolated yield 93.7%. RXN SMILES: [Cl-].[CH3:2][O:3][CH2:4][P+](C1C=CC=CC=1)(C1C=CC=CC=1)C1C=CC=CC=1.[CH:24]([O:27][C:28]1[CH:35]=[CH:34][C:31]([CH:32]=O)=[CH:30][CH:29]=1)([CH3:26])[CH3:25].C(=O)([O-])O.[Na+]>COC(C)(C)C>[CH3:2][O:3][CH:4]=[CH:32][C:31]1[CH:34]=[CH:35][C:28]([O:27][CH:24]([CH3:26])[CH3:25])=[CH:29][CH:30]=1 |f:0.1,3.4|. Procedure details: A suspension of 140 g of methoxymethyl-triphenylphosphonium chloride in 400 ml of tert.-butyl methyl ether is treated with 45 g of potassium tert.-butylate within 5 minutes at 0° C. while gassing with nitrogen and the mixture is stirred for a further 10 minutes. Then, a solution of 41 g of 4-(isopropyloxy)-benzaldehyde in 100 ml of tert.-butyl methyl ether is added dropwise at 0° C. within 30 minutes. The reaction mixture is stirred at room temperature for a further 16 hours and then poured into...